describe an organic reaction: reactants, conditions, products, and yield From a dataset of the Open Reaction Database (ORD), a public repository of structured organic reaction records. Reactants: [OH-].[Na+] (sodium hydroxide), [OH-].[Na+] (sodium hydroxide), N1CC(CC1)OC(C1=CC=CC=C1)=O (Benzoic acid pyrrolidin-3yl ester), C1[C@H](C2=CC=CC=C2)O1 ((S)-styrene oxide). The solvent is O (water), C1(=CC=CC=C1)C (toluene), O (water). Product: C(C1=CC=CC=C1)(=O)O (Benzoic acid). Isolated yield 234.6%. Reaction SMILES: N1CCC([O:6][C:7](=[O:14])[C:8]2[CH:13]=[CH:12][CH:11]=[CH:10][CH:9]=2)C1.[OH-].[Na+].C1O[C@H]1C1C=CC=CC=1>C1(C)C=CC=CC=1.O>[C:7]([OH:14])(=[O:6])[C:8]1[CH:13]=[CH:12][CH:11]=[CH:10][CH:9]=1 |f:1.2|. Reported procedure: To a biphasic mixture of 25.0 gm of the compound of Example 2 (69 mmol, 1.0 equiv.) in 125 mL of toluene was added 2.75 gm of sodium hydroxide (69 mmol, 1.0 equiv.) dissolved in 20 mL of water followed by 8.27 gm (69 mmol, 1.0 equiv.) of (S)-styrene oxide. The reaction mixture was heated to reflux overnight, at which time HPLC analysis showed that only trace starting material remained. Upon cooling to room temperature the layers were separated. The organic layer was washed with an additional 1.4... Starting materials: O=C1c2ccccc2C(=O)N1CC1CN(Cc2ccccc2)CCO1, CCO, NN, O. The product is NCC1CN(Cc2ccccc2)CCO1. As a reaction SMILES: [C:1]1(=[O:2])[N:5]([CH2:6][CH:7]2[O:8][CH2:9][CH2:10][N:11]([CH2:13][c:14]3[cH:15][cH:16][cH:17][cH:18][cH:19]3)[CH2:12]2)[C:3](=[O:4])[c:20]2[cH:21][cH:22][cH:23][cH:24][c:25]21.[CH3:29][CH2:30][OH:31].[NH2:27][NH2:28].[OH2:26]>>[NH2:5][CH2:6][CH:7]1[O:8][CH2:9][CH2:10][N:11]([CH2:13][c:14]2[cH:15][cH:16][cH:17][cH:18][cH:19]2)[CH2:12]1. Reactants: C1CCOC1 (THF), C(C)(C)(C)OC (tert-butylmethyl ether), COC(=O)C1=NC(=CC=C1)C(F)(F)F (6-trifluoromethyl-pyridine-2-carboxylic acid methyl ester), Cl (hydrochloric acid), C[Mg]Cl (methylmagnesium chloride), C1CCOC1 (THF). Run in O (water). Reaction conditions: temperature 0 celsius. The product is FC(C1=CC=CC(=N1)C(C)(C)O)(F)F (2-(6-Trifluoromethyl-pyridin-2-yl)-propan-2-ol). Yield: 90.0%. As a reaction SMILES: COC(C1[CH:10]=[CH:9][CH:8]=[C:7]([C:11]([F:14])([F:13])[F:12])[N:6]=1)=O.C1COCC1.C[Mg]Cl.Cl.[C:24]([O:28]C)([CH3:27])([CH3:26])[CH3:25]>O>[F:12][C:11]([F:14])([F:13])[C:7]1[N:6]=[C:25]([C:24]([OH:28])([CH3:27])[CH3:26])[CH:10]=[CH:9][CH:8]=1. Reported procedure: Add 6-trifluoromethyl-pyridine-2-carboxylic acid methyl ester (80.0 g, 390 mmol) to a mixture of THF (240 mL) and tert-butylmethyl ether (400 mL). Add the solution slowly to a 3 M methylmagnesium chloride in THF (390 mL, 1.17 moles) and maintain 8° C. to 16° C. Cool the mixture to 0° C. and add a mixture of 5 M hydrochloric acid (257 mL, 1.29 moles) and water (200 mL). Separate the phases and concentrate the organic phase under reduced pressure. Add heptane (160 mL) and cool the mixture to 5° C.... The reactants are C(C)OC(C)OC=1C(=C(C2=C(SCO2)C1C)C)C (5-(1-Ethoxyethoxy)-4,6,7-trimethyl-1,3-benzoxathiole), C(C(=O)O)(=O)O (oxalic acid). Solvent: C(Cl)Cl (methylene chloride). Yields the product OC=1C(=C(C2=C(SCO2)C1C)C)C (5-Hydroxy-4,6,7-trimethyl-1,3-benzoxathiole). The yield is 76.6%. As a reaction SMILES: C(OC([O:6][C:7]1[C:8]([CH3:18])=[C:9]([CH3:17])[C:10]2[O:14][CH2:13][S:12][C:11]=2[C:15]=1[CH3:16])C)C.C(O)(=O)C(O)=O>C(Cl)Cl>[OH:6][C:7]1[C:8]([CH3:18])=[C:9]([CH3:17])[C:10]2[O:14][CH2:13][S:12][C:11]=2[C:15]=1[CH3:16]. Reported procedure: 5.0 g of 5-(1-ethoxyethoxy)-4,6,7-trimethyl-1,3-benzoxathiole (prepared as described in Example 63) were dissolved in 20 ml of methylene chloride, and 10 g of silica gel-60 (a product of Merck & Co., Inc.) and 1 ml of a 10% w/v aqueous solution of oxalic acid were added. The mixture was then reacted for 1.5 hours at room temperature, after which the silica gel was filtered off. The methylene chloride was then distilled from the solution to yield a crude product, which was extracted with benzene.... The reactants are C12CCCCC2N1 (7-azabicyclo[4.1.0]heptane), CNC (dimethylamine), benzylamino, HClO4, 51.5, CCO (EtOH). Reagents/catalysts: [Pd] (Pd-C). Conditions: time 19 hour. Product: CN([C@H]1[C@@H](CCCC1)N)C (trans-N,N-dimethyl-1,2-cyclohexanediamine). Reaction SMILES: C12[NH:7][CH:6]1[CH2:5][CH2:4][CH2:3][CH2:2]2.[CH3:8][NH:9][CH3:10].[CH3:11]CO>[Pd]>[CH3:8][N:9]([CH3:11])[C@@H:10]1[CH2:2][CH2:3][CH2:4][CH2:5][C@H:6]1[NH2:7]. Procedure details: A solution of the benzylamino compound is hydrogenated in two batches, each containing 30.5 g. (0.131 mole), 175 ml. EtOH, 3.4 g Pd-C and 56.5 g. (0.394 mole) of 70% HClO4, at initial pressure of 51.5 p.s.i. for 19 hours. The two reduced batches are combined, filtered through Celite, and evaporated in vacuo at 45°. The residue is cooled in ice, basified with 40% KOH to pH 11. The resulting thick suspension is extracted with ether (5 × 200 ml.), the ether extract dried (MgSO4) and evaporated thro... The reactants are FC=1C=C(C=C2C(=CNC12)C#N)C(CCO)C1=CC=CC=C1 (7-fluoro-5-(3-hydroxy-1-phenyl-propyl)-1H-indole-3-carbonitrile), CNCCC(C1=CC=CC=C1)C=1C=C2C(=CNC2=CC1)C#N (5-(3-Methylamino-1-pheny-propyl)-1H-indole-3-carbonitrile). The product is FC=1C=C(C=C2C(=CNC12)C#N)C(CCNC)C1=CC=CC=C1 (7-Fluoro-5-(3-Methylamino-1-phenyl-propyl)-1H-indole-3-carbonitrile). RXN SMILES: [F:1][C:2]1[CH:3]=[C:4]([CH:13]([C:17]2[CH:22]=[CH:21][CH:20]=[CH:19][CH:18]=2)[CH2:14][CH2:15]O)[CH:5]=[C:6]2[C:10]=1[NH:9][CH:8]=[C:7]2[C:11]#[N:12].[CH3:23][NH:24]CCC(C1C=C2C(=CC=1)NC=C2C#N)C1C=CC=CC=1>>[F:1][C:2]1[CH:3]=[C:4]([CH:13]([C:17]2[CH:22]=[CH:21][CH:20]=[CH:19][CH:18]=2)[CH2:14][CH2:15][NH:24][CH3:23])[CH:5]=[C:6]2[C:10]=1[NH:9][CH:8]=[C:7]2[C:11]#[N:12]. Procedure details: 7-Fluoro-5-(3-Methylamino-1-phenyl-propyl)-1H-indole-3-carbonitrile LXXXIX (197 mg) was prepared from 7-fluoro-5-(3-hydroxy-1-phenyl-propyl)-1H-indole-3-carbonitrile using the procedure described above for preparation of 5-(3-Methylamino-1-pheny-propyl)-1H-indole-3-carbonitrile LXVI (Example 16). MS (M+H)=308. Starting materials: BrC1=C2C=CC(=C(C2=C(C=C1)OC)C(=O)OC)CBr (methyl 5-bromo-2-bromomethyl-8-methoxynapthalene-1-carboxylate), BrC1=C2C=CC(=C(C2=C(C=C1)OC)C(=O)OC)CBr (methyl 5-bromo-2-bromomethyl-8-methoxynapthalene-1-carboxylate), [Na+].C1(=CC=CC=C1)S(=O)[O-] (benzenesulphinic acid sodium salt), C(O)([O-])=O.[Na+] (sodium hydrogen carbonate). Run in CC(=O)N(C)C (DMA), O (water), O (water). Reaction conditions: temperature 50 celsius. Yields the product C1(=CC=CC=C1)S(=O)(=O)CC1=C(C2=C(C=CC(=C2C=C1)Br)OC)C(=O)OC (methyl 2-(benzenesulphonylmethyl)-5-bromo-8-methoxynaphthalene-1-carboxylate). Isolated yield 28.5%. As a reaction SMILES: [Br:1][C:2]1[CH:11]=[CH:10][C:9]([O:12][CH3:13])=[C:8]2[C:3]=1[CH:4]=[CH:5][C:6]([CH2:18]Br)=[C:7]2[C:14]([O:16][CH3:17])=[O:15].[Na+].[C:21]1([S:27]([O-:29])=[O:28])[CH:26]=[CH:25][CH:24]=[CH:23][CH:22]=1.C(=O)([O-])O.[Na+]>CC(N(C)C)=O.O>[C:21]1([S:27]([CH2:18][C:6]2[CH:5]=[CH:4][C:3]3[C:8](=[C:9]([O:12][CH3:13])[CH:10]=[CH:11][C:2]=3[Br:1])[C:7]=2[C:14]([O:16][CH3:17])=[O:15])(=[O:29])=[O:28])[CH:26]=[CH:25][CH:24]=[CH:23][CH:22]=1 |f:1.2,3.4|. Procedure details: A mixture of methyl 5-bromo-2-bromomethyl-8-methoxynapthalene-1-carboxylate (Intermediate 189, 0.716 g), benzenesulphinic acid sodium salt (0.68 g) and sodium hydrogen carbonate (0.35 g) in DMA (15 ml) and water (3 ml) was heated at 50° C. for 2 hours. After cooling, water was added and the mixture was extracted with diethyl ether. The organic layer was washed with water, dried (MgSO4) and filtered. The filtrate was evaporated to dryness and the residue was purified by chromatography on silica e... Starting materials: C1CCOC1, COc1cc([N+](=O)[O-])ccc1N=C=O, Nc1cnccn1. Product: COc1cc([N+](=O)[O-])ccc1NC(=O)Nc1cnccn1. Reaction SMILES: [CH2:22]1[O:23][CH2:24][CH2:25][CH2:26]1.[CH3:1][O:2][c:3]1[cH:4][c:5]([N+:12]([O-:13])=[O:14])[cH:6][cH:7][c:8]1[N:9]=[C:10]=[O:11].[NH2:15][c:16]1[n:17][cH:18][cH:19][n:20][cH:21]1>>[CH3:1][O:2][c:3]1[cH:4][c:5]([N+:12]([O-:13])=[O:14])[cH:6][cH:7][c:8]1[NH:9][C:10](=[O:11])[NH:15][c:16]1[n:17][cH:18][cH:19][n:20][cH:21]1. Starting materials: [Si](C1=CC=CC=C1)(C1=CC=CC=C1)(C(C)(C)C)OCC1=CC=C(C(=C1N1C[C@H](O[C@H](C1)C)C)F)F ((2R,6S)-4-[6-({[tert-Butyl(diphenyl)silyl]oxy}methyl)-2,3-difluorophenyl]-2,6-dimethylmorpholine), [Si](C1=CC=CC=C1)(C1=CC=CC=C1)(C(C)(C)C)OCC1=CC=C(C(=C1N1C[C@H](O[C@H](C1)C)C)F)F ((2R,6S)-4-[6-({[tert-Butyl(diphenyl)silyl]oxy}methyl)-2,3-difluorophenyl]-2,6-dimethylmorpholine), CON(C(=O)C=1C(=NOC1C)C)C (N-methoxy-N,3,5-trimethyl-1,2-oxazole-4-carboxamide). The product is [Si](C1=CC=CC=C1)(C1=CC=CC=C1)(C(C)(C)C)OCC=1C(=C(C(=C(C1)C(=O)C=1C(=NOC1C)C)F)F)N1C[C@H](O[C@H](C1)C)C ({5-({[tert-butyl(diphenyl)silyl]oxy}methyl)-4-[(2R,6S)-2,6-dimethylmorpholin-4-yl]-2,3-difluorophenyl}(3,5-dimethyl-1,2-oxazol-4-yl)methanone). As a reaction SMILES: [Si:1]([O:18][CH2:19][C:20]1[C:25]([N:26]2[CH2:31][C@H:30]([CH3:32])[O:29][C@H:28]([CH3:33])[CH2:27]2)=[C:24]([F:34])[C:23]([F:35])=[CH:22][CH:21]=1)([C:14]([CH3:17])([CH3:16])[CH3:15])([C:8]1[CH:13]=[CH:12][CH:11]=[CH:10][CH:9]=1)[C:2]1[CH:7]=[CH:6][CH:5]=[CH:4][CH:3]=1.CON(C)[C:39]([C:41]1[C:42]([CH3:47])=[N:43][O:44][C:45]=1[CH3:46])=[O:40]>>[Si:1]([O:18][CH2:19][C:20]1[C:25]([N:26]2[CH2:31][C@H:30]([CH3:32])[O:29][C@H:28]([CH3:33])[CH2:27]2)=[C:24]([F:34])[C:23]([F:35])=[C:22]([C:39]([C:41]2[C:42]([CH3:47])=[N:43][O:44][C:45]=2[CH3:46])=[O:40])[CH:21]=1)([C:14]([CH3:16])([CH3:17])[CH3:15])([C:2]1[CH:7]=[CH:6][CH:5]=[CH:4][CH:3]=1)[C:8]1[CH:13]=[CH:12][CH:11]=[CH:10][CH:9]=1. Procedure: Starting materials: (2R,6S)-4-[6-({[tert-butyl(diphenyl)silyl]oxy}methyl)-2,3-difluorophenyl]-2,6-dimethylmorpholine (Intermediate 3) and N-methoxy-N,3,5-trimethyl-1,2-oxazole-4-carboxamide The reactants are O=P12OP3(=O)OP(=O)(O1)OP(=O)(O2)O3 (P2O5), [OH-].[Na+] (NaOH), N(N)C1=CC=C(C(=O)O)C=C1 (4-hydrazinobenzoic acid), C(C)OC=CC(C(F)(F)F)=O (4-ethoxy-1,1,1-trifluoro-3-buten-2-one). The solvent is CCO (EtOH), C(Cl)(Cl)Cl (CHCl3). Reaction conditions: temperature 75 celsius, time 30 minute. Yields the product FC(C1=CC=NN1C1=CC=C(C(=O)O)C=C1)(F)F (4-[5-(trifluoromethyl)-1H-pyrazol-1-yl]benzoic Acid). Reaction SMILES: [NH:1]([C:3]1[CH:11]=[CH:10][C:6]([C:7]([OH:9])=[O:8])=[CH:5][CH:4]=1)[NH2:2].C(O[CH:15]=[CH:16][C:17](=O)[C:18]([F:21])([F:20])[F:19])C.O=P12OP3(OP(OP(O3)(O1)=O)(=O)O2)=O.[OH-].[Na+]>CCO.C(Cl)(Cl)Cl>[F:19][C:18]([F:21])([F:20])[C:17]1[N:1]([C:3]2[CH:4]=[CH:5][C:6]([C:7]([OH:9])=[O:8])=[CH:10][CH:11]=2)[N:2]=[CH:15][CH:16]=1 |f:3.4|. Reported procedure: A mixture of 4-hydrazinobenzoic acid (0.501 g, 3.29 mmol) and 4-ethoxy-1,1,1-trifluoro-3-buten-2-one (0.48 mL, 3.4 mmol) in EtOH (15 mL) was heated to 75° C. for 17 hours, allowed to cool to room temperature, and concentrated under reduced pressure to provide a solid. The obtained solid was suspended in CHCl3 (15 mL), treated with P2O5 (0.50 g, 3.5 mmol), and heated at 65° C. for 6 hours. After cooling to room temperature, the mixture was treated with 1N NaOH (5 mL) and stirred for 30 minutes. T...